Dataset: the Open Reaction Database (ORD), a public repository of structured organic reaction records. Task: describe an organic reaction: reactants, conditions, products, and yield Starting materials: [Br-], [Mg+]C1CCCC1, O=C(CC1CCc2ccccc21)Sc1ccccc1. The product is O=C(CC1CCc2ccccc21)C1CCCC1. Reaction SMILES: [Br-:20].[CH:21]1([Mg+:26])[CH2:22][CH2:23][CH2:24][CH2:25]1.[c:1]1([S:2][C:8]([CH2:9][CH:10]2[CH2:11][CH2:12][c:13]3[cH:14][cH:15][cH:16][cH:17][c:18]32)=[O:19])[cH:3][cH:4][cH:5][cH:6][cH:7]1>>[C:8]([CH2:9][CH:10]1[CH2:11][CH2:12][c:13]2[cH:14][cH:15][cH:16][cH:17][c:18]21)(=[O:19])[CH:21]1[CH2:22][CH2:23][CH2:24][CH2:25]1. Starting materials: BrC1=NC(=CC=C1)CN1CCCCC1 (2-bromo-6-piperidin-1-ylmethyl-pyridine), C(CC#C)N1CCCCC1 (1-but-3-ynyl-piperidine). The product is N1(CCCCC1)CCC#CC1=NC(=CC=C1)CN1CCCCC1 (2-(4-Piperidin-1-yl-but-1-ynyl)-6-piperidin-1-ylmethyl-pyridine). RXN SMILES: Br[C:2]1[CH:7]=[CH:6][CH:5]=[C:4]([CH2:8][N:9]2[CH2:14][CH2:13][CH2:12][CH2:11][CH2:10]2)[N:3]=1.[CH2:15]([N:19]1[CH2:24][CH2:23][CH2:22][CH2:21][CH2:20]1)[CH2:16][C:17]#[CH:18]>>[N:19]1([CH2:15][CH2:16][C:17]#[C:18][C:2]2[CH:7]=[CH:6][CH:5]=[C:4]([CH2:8][N:9]3[CH2:14][CH2:13][CH2:12][CH2:11][CH2:10]3)[N:3]=2)[CH2:24][CH2:23][CH2:22][CH2:21][CH2:20]1. Reported procedure: The title compound was prepared in a manner similar to that described in Example 18, Step D, using 2-bromo-6-piperidin-1-ylmethyl-pyridine and 1-but-3-ynyl-piperidine (56%). MS (ESI): exact mass calcd. for C20H29N3, 311.46; m/z found, 312.5 [M+H]+. 1H NMR (500 MHz, CDCl3): 7.54 (t, J=7.7, 1H), 7.38 (d, J=7.7, 1H), 7.20 (d, J=7.4, 1H), 3.58 (s, 2H), 2.67-2.57 (m, 4H), 2.46-2.34 (m, 8H), 1.60-1.50 (m, 8H), 1.44-1.36 (m, 4H). The reactants are COC(=O)C(Br)c1ccc(Cl)cc1, O=C([O-])[O-], CC#CCOc1ccc(S(=O)(=O)NC)cc1, [K+], [K+], CN(C)C=O, O. The product is CC#CCOc1ccc(S(=O)(=O)N(C)C(C(=O)OC)c2ccc(Cl)cc2)cc1. As a reaction SMILES: [Br:17][CH:18]([C:19](=[O:20])[O:21][CH3:22])[c:23]1[cH:24][cH:25][c:26]([Cl:29])[cH:27][cH:28]1.[C:30](=[O:31])([O-:32])[O-:33].[CH3:1][NH:2][S:3](=[O:4])(=[O:5])[c:6]1[cH:7][cH:8][c:9]([O:12][CH2:13][C:14]#[C:15][CH3:16])[cH:10][cH:11]1.[K+:34].[K+:35].[O:37]=[CH:38][N:39]([CH3:40])[CH3:41].[OH2:36]>>[CH3:1][N:2]([S:3](=[O:4])(=[O:5])[c:6]1[cH:7][cH:8][c:9]([O:12][CH2:13][C:14]#[C:15][CH3:16])[cH:10][cH:11]1)[CH:18]([C:19](=[O:20])[O:21][CH3:22])[c:23]1[cH:24][cH:25][c:26]([Cl:29])[cH:27][cH:28]1. As a reaction SMILES: [Cl:1][C:2]1[C:10]2[N:9]=[C:8]([NH:11][C:12]3[CH:13]=[N:14][C:15]([N:19]4[CH2:23][CH2:22][CH2:21][CH2:20]4)=[CH:16][C:17]=3[CH3:18])[N:7]([CH2:24][CH2:25][CH2:26][CH2:27]O)[C:6]=2[C:5]([CH:29]([CH2:32][CH3:33])[CH2:30][CH3:31])=[CH:4][CH:3]=1.CS(Cl)(=O)=O.C(=O)(O)[O-].[Na+].C(=O)([O-])[O-].[K+].[K+]>N1C=CC=CC=1.O>[Cl:1][C:2]1[C:10]2[N:9]=[C:8]3[N:11]([C:12]4[CH:13]=[N:14][C:15]([N:19]5[CH2:23][CH2:22][CH2:21][CH2:20]5)=[CH:16][C:17]=4[CH3:18])[CH2:27][CH2:26][CH2:25][CH2:24][N:7]3[C:6]=2[C:5]([CH:29]([CH2:32][CH3:33])[CH2:30][CH3:31])=[CH:4][CH:3]=1 |f:2.3,4.5.6|. Yield: 38.9%. Yields the product ClC1=CC=C(C=2N3C(=NC21)N(CCCC3)C=3C=NC(=CC3C)N3CCCC3)C(CC)CC (10-Chloro-7-(1-ethylpropyl)-1-(4-methyl-6-pyrrolidin-1-ylpyridin-3-yl)-2,3,4,5-tetrahydro-1H-[1,3]diazepino[1,2-a]benzimidazole). Reaction conditions: time 8 hour. Reported procedure: To a solution of 4-{4-chloro-7-(1-ethylpropyl)-2-[(4-methyl-6-pyrrolidin-1-ylpyridin-3-yl)amino]-1H-benzimidazol-1-yl}butan-1-ol (Reference Example 48; 400 mg, 0.85 mmol) in pyridine (5 mL) was added methanesulfonyl chloride (0.330 mL, 4.25 mmol) dropwise at 0° C. The mixture was warmed to room temperature and stirred for 8 hr. Aqueous sodium bicarbonate was added and the mixture was extracted with ethyl acetate. Organic layer was washed with brine, dried over sodium sulfate and concentrated in ... Reactants: ClC1=CC=C(C=2N(C(=NC21)NC=2C=NC(=CC2C)N2CCCC2)CCCCO)C(CC)CC (4-{4-Chloro-7-(1-ethylpropyl)-2-[(4-methyl-6-pyrrolidin-1-ylpyridin-3-yl)amino]-1H-benzimidazol-1-yl}butan-1-ol), CS(=O)(=O)Cl (methanesulfonyl chloride), C([O-])([O-])=O.[K+].[K+] (potassium carbonate), C([O-])(O)=O.[Na+] (sodium bicarbonate). Solvent: N1=CC=CC=C1 (pyridine), O (Water).